From a dataset of the Open Reaction Database (ORD), a public repository of structured organic reaction records. describe an organic reaction: reactants, conditions, products, and yield The reactants are CCOC(=O)CCc1cn(Cc2ccnc(OCc3nc(-c4ccccc4)oc3C)c2)nc1OCC, CCO, Cl, [Na+], C1CCOC1, [OH-]. The product is CCOc1nn(Cc2ccnc(OCc3nc(-c4ccccc4)oc3C)c2)cc1CCC(=O)O. RXN SMILES: [CH2:1]([CH3:2])[O:3][c:4]1[n:5][n:6]([CH2:16][c:17]2[cH:18][c:19]([O:23][CH2:24][c:25]3[n:26][c:27](-[c:31]4[cH:32][cH:33][cH:34][cH:35][cH:36]4)[o:28][c:29]3[CH3:30])[n:20][cH:21][cH:22]2)[cH:7][c:8]1[CH2:9][CH2:10][C:11](=[O:12])[O:13][CH2:14][CH3:15].[CH3:45][CH2:46][OH:47].[ClH:44].[Na+:38].[O:39]1[CH2:40][CH2:41][CH2:42][CH2:43]1.[OH-:37]>>[CH2:1]([CH3:2])[O:3][c:4]1[n:5][n:6]([CH2:16][c:17]2[cH:18][c:19]([O:23][CH2:24][c:25]3[n:26][c:27](-[c:31]4[cH:32][cH:33][cH:34][cH:35][cH:36]4)[o:28][c:29]3[CH3:30])[n:20][cH:21][cH:22]2)[cH:7][c:8]1[CH2:9][CH2:10][C:11](=[O:12])[OH:13].